From a dataset of the Open Reaction Database (ORD), a public repository of structured organic reaction records. describe an organic reaction: reactants, conditions, products, and yield Reactants: N[C@@H]1CSC2=C(NC1=O)C=CC=C2 (3(S)-amino-3,4-dihydro-1,5-benzothiazepin-4(5H)-one), C19H27N3O4S, N[C@H](CS)C(=O)O (D-cysteine), C(C)(C)(C)OC(=O)NC(CC(=O)O)(C)C (3-t-butoxycarbonylamino-3-methylbutanoic acid). Yields the product C(C)(C)(C)OC(=O)NC(CC(=O)N[C@@H]1CSC2=C(NC1=O)C=CC=C2)(C)C (3-t-Butoxycarbonylamino-3-methyl-N-[3,4-dihydro-4-oxo-1,5-benzothiazepin-3(S)-yl]-butanamide). As a reaction SMILES: [NH2:1][C@H:2]1[C:8](=[O:9])[NH:7][C:6]2[CH:10]=[CH:11][CH:12]=[CH:13][C:5]=2[S:4][CH2:3]1.N[C@@H](C(O)=O)CS.[C:21]([O:25][C:26]([NH:28][C:29]([CH3:35])([CH3:34])[CH2:30][C:31](O)=[O:32])=[O:27])([CH3:24])([CH3:23])[CH3:22]>>[C:21]([O:25][C:26]([NH:28][C:29]([CH3:35])([CH3:34])[CH2:30][C:31]([NH:1][C@H:2]1[C:8](=[O:9])[NH:7][C:6]2[CH:10]=[CH:11][CH:12]=[CH:13][C:5]=2[S:4][CH2:3]1)=[O:32])=[O:27])([CH3:24])([CH3:23])[CH3:22]. Reported procedure: Prepared from 3(S)-amino-3,4-dihydro-1,5-benzothiazepin-4(5H)-one (prepared from D-cysteine (S-cysteine) by the method of Slade, et al, J. Med. Chem., 28, 1517-1521 (1985)) and 3-t-butoxycarbonylamino-3-methylbutanoic acid (Example 31, Step E) by the procedure described in Example 1, Step F. 1H NMR (200 MHz, CDCl3): 1.38 (s,6H), 1.45 (s,9H), 2.32 (d,10 Hz, 1H), 2.50 (d,14 Hz, 1H), 2.70 (d,14 Hz, 1H), 2.92 (T,11 Hz, 1H), 3.93 (dd;7,11 Hz; 1H), 4.76 (m,1H), 7.02 (d,8 Hz, 1H), 7.1-7.3 (m,2H), 7.40 ... Starting materials: aqueous solution, Cl (HCl), ClC1=C(C(=NC=N1)N[C@H]1[C@@H]([C@@H]([C@H](C1)CO)O)O)CC(OCC)OCC ((1R,2S,3R,5R)-3-((6-chloro-5-(2,2-diethoxyethyl)pyrimidin-4-yl)amino)-5-(hydroxymethyl)cyclopentane-1,2-diol). Run in O1CCOCC1 (1,4-dioxane). Run at time 69.5 hour. The product is ClC=1C2=C(N=CN1)N(C=C2)[C@H]2[C@@H]([C@@H]([C@H](C2)CO)O)O ((1R,2S,3R,5R)-3-(4-chloro-7H-pyrrolo[2,3-d]pyrimidin-7-yl)-5-(hydroxymethyl)cyclopentane-1,2-diol). Reaction SMILES: [Cl:1][C:2]1[N:7]=[CH:6][N:5]=[C:4]([NH:8][C@@H:9]2[CH2:13][C@H:12]([CH2:14][OH:15])[C@@H:11]([OH:16])[C@H:10]2[OH:17])[C:3]=1[CH2:18][CH:19](OCC)OCC.Cl>O1CCOCC1>[Cl:1][C:2]1[C:3]2[CH:18]=[CH:19][N:8]([C@@H:9]3[CH2:13][C@H:12]([CH2:14][OH:15])[C@@H:11]([OH:16])[C@H:10]3[OH:17])[C:4]=2[N:5]=[CH:6][N:7]=1. Procedure details: A suspension of crude (1R,2S,3R,5R)-3-((6-chloro-5-(2,2-diethoxyethyl)pyrimidin-4-yl)amino)-5-(hydroxymethyl)cyclopentane-1,2-diol in 1,4-dioxane (160 mL) was treated with a 1 M aqueous solution of HCl (30 in L, 30 mmol) and stirred at RT for 69.5 h; HPLC indicated clean conversion to one product, LC MS showed mass for desired product. The reaction mixture was neutralized with concentrated aqueous NH4OH (to pH 7) and the volatiles were removed in vacuo to afford a brown slurry, which was carried... Reactants: BrC=1C=CC(=C(C1)N)[N+](=O)[O-] (5-Brom0-2-nitro-phenylamine), C1(=CC=CC=C1)C#C (phenylacetylene), C(C)(C)NC(C)C (N,N-diisopropylamine). Reagents/catalysts: Cl[Pd]([P](C1=CC=CC=C1)(C2=CC=CC=C2)C3=CC=CC=C3)([P](C4=CC=CC=C4)(C5=CC=CC=C5)C6=CC=CC=C6)Cl (dichlorobis(triphenylphosphine)palladium), [Cu](I)I (copper iodide). Solvent: C(C)(=O)OCC (ethyl acetate). Reaction conditions: time 16 hour. Yields the product [N+](=O)([O-])C1=C(C=C(C=C1)C#CC1=CC=CC=C1)N (2-Nitro-5-(2-phenylethynyl)benzenamine). Yield: 73.6%. Reaction SMILES: Br[C:2]1[CH:3]=[CH:4][C:5]([N+:9]([O-:11])=[O:10])=[C:6]([NH2:8])[CH:7]=1.[C:12]1([C:18]#[CH:19])[CH:17]=[CH:16][CH:15]=[CH:14][CH:13]=1.C(NC(C)C)(C)C>Cl[Pd](Cl)([P](C1C=CC=CC=1)(C1C=CC=CC=1)C1C=CC=CC=1)[P](C1C=CC=CC=1)(C1C=CC=CC=1)C1C=CC=CC=1.[Cu](I)I.C(OCC)(=O)C>[N+:9]([C:5]1[CH:4]=[CH:3][C:2]([C:19]#[C:18][C:12]2[CH:17]=[CH:16][CH:15]=[CH:14][CH:13]=2)=[CH:7][C:6]=1[NH2:8])([O-:11])=[O:10] |^1:29,48|. Procedure: A flame-dried flask was charged with the 5-bromo-2-nitroaniline (2, 300 mg, 1.38 mmol) (scheme 1, Example 1), phenylacetylene (155 mg, 1.52 mmol) and ethyl acetate (13.8 mL). The solution was degassed under vacuum and put under N2 atmosphere. Then, dichlorobis(triphenylphosphine)palladium (48 mg, 0.069 mmol) and copper iodide (26 mg, 0.138 mmol) were added. The yellow solution was degassed again (3 cycles) N,N-diisopropylamine (231 μl, 1.68 mmol) was added and the solution rapidly turned dark. I... Run at time 8 hour. As a reaction SMILES: [CH3:1][O:2][C:3]1[CH:4]=[C:5]([S:9]([N:12]2[CH2:17][CH2:16][CH2:15][CH2:14][C@H:13]2[C:18]([OH:20])=O)(=[O:11])=[O:10])[CH:6]=[CH:7][CH:8]=1.[CH:21]1[CH:30]=[C:29]2[C:24]([CH:25]=[C:26]([NH:31][C:32]([C@@H:34]([NH2:45])[CH2:35][C:36]3[C:44]4[C:39](=[CH:40][CH:41]=[CH:42][CH:43]=4)[NH:38][CH:37]=3)=[O:33])[CH:27]=[CH:28]2)=[CH:23][CH:22]=1.CN1CCOCC1.C1C=CC2N(O)N=NC=2C=1.CCN=C=NCCCN(C)C>ClCCl.CN(C1C=CN=CC=1)C>[NH:38]1[C:39]2[C:44](=[CH:43][CH:42]=[CH:41][CH:40]=2)[C:36]([CH2:35][C@H:34]([NH:45][C:18]([C@@H:13]2[CH2:14][CH2:15][CH2:16][CH2:17][N:12]2[S:9]([C:5]2[CH:6]=[CH:7][CH:8]=[C:3]([O:2][CH3:1])[CH:4]=2)(=[O:10])=[O:11])=[O:20])[C:32](=[O:33])[NH:31][C:26]2[CH:27]=[CH:28][C:29]3[C:24](=[CH:23][CH:22]=[CH:21][CH:30]=3)[CH:25]=2)=[CH:37]1. Reagents/catalysts: CN(C)C=1C=CN=CC1 (DMAP). The reactants are COC=1C=C(C=CC1)S(=O)(=O)N1[C@@H](CCCC1)C(=O)O ((S)-1-(3-methoxy-benzenesulfonyl)-piperidine-2-carboxylic acid), C1=CC=C2C=C(C=CC2=C1)NC(=O)[C@H](CC3=CNC4=CC=CC=C43)N ((S)-2-amino-3-(1-indol-3-yl)-naphthalen-2-yl-propionamide), CN1CCOCC1 (4-methylmorpholine), C=1C=CC2=C(C1)N=NN2O (HOBT), CCN=C=NCCCN(C)C (EDCI). Solvent: ClCCl (dichloromethane). Product: N1C=C(C2=CC=CC=C12)C[C@@H](C(NC1=CC2=CC=CC=C2C=C1)=O)NC(=O)[C@H]1N(CCCC1)S(=O)(=O)C1=CC(=CC=C1)OC ((S)-1-(3-Methoxy-benzenesulfonyl)-piperidine-2-carboxylic acid [(S)-2-(indol-3-yl)-1-(naphthalen-2-ylcarbamoyl)-ethyl]-amide). Isolated yield 75.4%. Procedure: To a solution of 0.78 g (2.60 mmol) of (S)-1-(3-methoxy-benzenesulfonyl)-piperidine-2-carboxylic acid and 1.03 g (3.12 mmol) of (S)-2-amino-3-(1-indol-3-yl)-naphthalen-2-yl-propionamide in dichloromethane (100 ml) was added 0.16 g (1.30 mmol) DMAP followed by addition of 4-methylmorpholine 1.37 g (13.54 mmol), HOBT 0.84 g (6.25 mmol) and EDCI 1.39 g (7.29 mmol). The mixture was stirred at room temperature overnight. The reaction mixture was then washed with water, dried (sodium sulfate). Chromat... The reactants are C1(CCCCC1)C(C=1OC2=C(C1OC)C=C(C=C2)F)NC2=CC=C(C=C2)C(=O)N(CCC(=O)OCC)C (Ethyl 3-{[(4-{[cyclohexyl(5-fluoro-3-methoxy-1-benzofuran-2-yl)methyl]amino}phenyl)carbonyl](methyl)amino}propanoate), C1(CCCCC1)C(C=1OC2=C(C1OC)C=C(C=C2)F)NC2=CC=C(C=C2)C(=O)N(CCC(=O)OCC)C (ethyl 3-{[(4-{[cyclohexyl(5-fluoro-3-methoxy-1-benzofuran-2-yl)methyl]amino}phenyl)carbonyl](methyl)amino}propanoate), [OH-].[Na+] (sodium hydroxide). The solvent is C(C)O (ethanol). Run at time 0.5 hour. Yields the product C1(CCCCC1)C(C=1OC2=C(C1OC)C=C(C=C2)F)NC2=CC=C(C=C2)C(=O)N(CCC(=O)O)C (3-{[(4-{[cyclohexyl(5-fluoro-3-methoxy-1-benzofuran-2-yl)methyl]amino}phenyl)carbonyl](methyl)amino}propanoic acid). Isolated yield 52.9%. RXN SMILES: [CH:1]1([CH:7]([NH:20][C:21]2[CH:26]=[CH:25][C:24]([C:27]([N:29]([CH3:37])[CH2:30][CH2:31][C:32]([O:34]CC)=[O:33])=[O:28])=[CH:23][CH:22]=2)[C:8]2[O:9][C:10]3[CH:18]=[CH:17][C:16]([F:19])=[CH:15][C:11]=3[C:12]=2[O:13][CH3:14])[CH2:6][CH2:5][CH2:4][CH2:3][CH2:2]1.[OH-].[Na+]>C(O)C>[CH:1]1([CH:7]([NH:20][C:21]2[CH:22]=[CH:23][C:24]([C:27]([N:29]([CH3:37])[CH2:30][CH2:31][C:32]([OH:34])=[O:33])=[O:28])=[CH:25][CH:26]=2)[C:8]2[O:9][C:10]3[CH:18]=[CH:17][C:16]([F:19])=[CH:15][C:11]=3[C:12]=2[O:13][CH3:14])[CH2:6][CH2:5][CH2:4][CH2:3][CH2:2]1 |f:1.2|. Procedure: Ethyl 3-{[(4-{[cyclohexyl(5-fluoro-3-methoxy-1-benzofuran-2-yl)methyl]amino}phenyl)carbonyl](methyl)amino}propanoate (0.30 g) synthesized in the above-mentioned (4) was dissolved in ethanol (5 mL), 1N aqueous sodium hydroxide solution (1.0 mL) was added to the solution at room temperature, and the mixture was stirred at room temperature for 0.5 hr. Ethanol was evaporated under reduced pressure, and 1N hydrochloric acid (1.0 mL) was added to the residue. The precipitate was washed with water to g...